describe an organic reaction: reactants, conditions, products, and yield From a dataset of the Open Reaction Database (ORD), a public repository of structured organic reaction records. The reactants are C(=O)([O-])C(O)C(O)C(=O)[O-].[Na+].[K+] (potassium sodium tartrate), CC(C)C[AlH]CC(C)C (DIBAL), N1(N=CC=C1)C1=CC=C(C=N1)/C=C/C=O ((2E)-3-[6-(1H-Pyrazol-1-yl)-3-pyridinyl]-2-propenal), CO (Methanol). Run in C(C)(=O)OCC (ethyl acetate), C1(=CC=CC=C1)C (toluene), ClCCl (dichloromethane). Reaction conditions: time 2 hour. Product: N1(N=CC=C1)C1=CC=C(C=N1)/C=C/CO ((2E)-3-[6-(1H-pyrazol-1-yl)-3-pyridinyl]-2-propen-1-ol). The yield is 60.1%. As a reaction SMILES: CC(C[AlH]CC(C)C)C.[N:10]1([C:15]2[N:20]=[CH:19][C:18](/[CH:21]=[CH:22]/[CH:23]=[O:24])=[CH:17][CH:16]=2)[CH:14]=[CH:13][CH:12]=[N:11]1.CO.C(C(C(C([O-])=O)O)O)([O-])=O.[Na+].[K+]>C1(C)C=CC=CC=1.ClCCl.C(OCC)(=O)C>[N:10]1([C:15]2[N:20]=[CH:19][C:18](/[CH:21]=[CH:22]/[CH2:23][OH:24])=[CH:17][CH:16]=2)[CH:14]=[CH:13][CH:12]=[N:11]1 |f:3.4.5|. Procedure details: DIBAL (1.0 M solution in toluene, 3.10 mL, 3.10 mmol) was added dropwise to a suspension of the compound from step B (350 mg, 1.53 mmol) in toluene (10 mL) and dichloromethane (4 mL) at −78° C. and the mixture was stirred for 2 h at that temperature. Methanol (1 mL) was added and the mixture was poured into a stirring mixture of ethyl acetate (20 mL) and 10% aq. potassium sodium tartrate (20 mL) and stirred for 1 h at RT. The organic layer was washed with brine (20 mL), dried (Na2SO4), and conce... Reactants: FC1=CC=C(C=C1)CCOCCNS(=O)(=O)CCC(=O)OC (methyl 3-[2-[2-(4-fluorophenyl)ethoxy]ethylaminosulphonyl]propanoate), C(#N)[BH3-].[Na+] (sodium cyanoborohydride), [H-].C(C(C)C)[Al+]CC(C)C (diisobutylaluminiumhydride), Cl.NCCC1=CC=C(C=2NC(SC21)=O)O (7-(2-aminoethyl)-4-hydroxy-1,3-benzothiazol-2-(3H)-one hydrochloride). The product is Cl.FC1=CC=C(C=C1)CCOCCNS(=O)(=O)CCCNCCC1=CC=C(C=2NC(SC21)=O)O (N-[2-[2-(4-Fluorophenyl)ethoxy]ethyl]-3-[2-(4-hydroxy-2-oxo-3H-1,3-benzothiazol-7-yl)ethylamino]propanesulphonamide hydrochloride). The yield is 5.7%. RXN SMILES: [F:1][C:2]1[CH:7]=[CH:6][C:5]([CH2:8][CH2:9][O:10][CH2:11][CH2:12][NH:13][S:14]([CH2:17][CH2:18][C:19](OC)=O)(=[O:16])=[O:15])=[CH:4][CH:3]=1.[H-].C([Al+]CC(C)C)C(C)C.[ClH:33].[NH2:34][CH2:35][CH2:36][C:37]1[C:45]2[S:44][C:43](=[O:46])[NH:42][C:41]=2[C:40]([OH:47])=[CH:39][CH:38]=1.C([BH3-])#N.[Na+]>>[ClH:33].[F:1][C:2]1[CH:3]=[CH:4][C:5]([CH2:8][CH2:9][O:10][CH2:11][CH2:12][NH:13][S:14]([CH2:17][CH2:18][CH2:19][NH:34][CH2:35][CH2:36][C:37]2[C:45]3[S:44][C:43](=[O:46])[NH:42][C:41]=3[C:40]([OH:47])=[CH:39][CH:38]=2)(=[O:15])=[O:16])=[CH:6][CH:7]=1 |f:1.2,3.4,5.6,7.8|. Procedure: The title compound (0.092 g) was prepared according to the method of Example 3e) using methyl 3-[2-[2-(4-fluorophenyl)ethoxy]ethylaminosulphonyl]propanoate (1.0 g), diisobutylaluminiumhydride (1.5M in toluene, 4 ml), 7-(2-aminoethyl)-4-hydroxy-1,3-benzothiazol-2-(3H)-one hydrochloride (0.875 g) and sodium cyanoborohydride (0.354 g).